Dataset: the Open Reaction Database (ORD), a public repository of structured organic reaction records. Task: describe an organic reaction: reactants, conditions, products, and yield The reactants are CCCBr, O=C([O-])[O-], CCOCC, [I-], [K+], [K+], [K+], COc1cc(C=O)ccc1O, CN(C)C=O. The product is CCCOc1ccc(C=O)cc1OC. As a reaction SMILES: [Br:20][CH2:21][CH2:22][CH3:23].[C:12](=[O:13])([O-:14])[O-:15].[CH3:29][CH2:30][O:31][CH2:32][CH3:33].[I-:19].[K+:16].[K+:17].[K+:18].[O:1]=[CH:2][c:3]1[cH:4][c:5]([O:6][CH3:7])[c:8]([OH:9])[cH:10][cH:11]1.[O:24]=[CH:25][N:26]([CH3:27])[CH3:28]>>[O:1]=[CH:2][c:3]1[cH:4][c:5]([O:6][CH3:7])[c:8]([O:9][CH2:21][CH2:22][CH3:23])[cH:10][cH:11]1. Reactants: C(C)(C)(C)OC(=O)N1CCN(CC1)C1=NC=NC(=C1C1CC1)Cl (4-(5-cyclopropyl-6-chloro-pyrimidin-4-yl)-piperazine-1-carboxylic acid tert-butyl ester), C(C1=CC=CC=C1)(C1=CC=CC=C1)=N (benzophenone imine), C1(=CC=CC=C1)C (toluene), C=1C=CC(=CC1)P(C=2C=CC=CC2)C3=CC=C4C=CC=CC4=C3C5=C6C=CC=CC6=CC=C5P(C=7C=CC=CC7)C=8C=CC=CC8 (rac-BINAP). The reagents and catalysts are CC(=O)[O-].CC(=O)[O-].[Pd+2] (Pd(OAc)2). Run in CCOC(=O)C (EtOAc). Run at temperature 95 celsius. The product is C(C)(C)(C)OC(=O)N1CCN(CC1)C1=NC=NC(=C1C1CC1)N=C(C1=CC=CC=C1)C1=CC=CC=C1 (4-[6-(Benzhydrylidene-amino)-5-cyclopropyl-pyrimidin-4-yl]-piperazine-1-carboxylic acid tert-butyl ester). Isolated yield 89.3%. RXN SMILES: C1C=CC(P(C2C(C3C(P(C4C=CC=CC=4)C4C=CC=CC=4)=CC=C4C=3C=CC=C4)=C3C(C=CC=C3)=CC=2)C2C=CC=CC=2)=CC=1.[C:47]([O:51][C:52]([N:54]1[CH2:59][CH2:58][N:57]([C:60]2[C:65]([CH:66]3[CH2:68][CH2:67]3)=[C:64](Cl)[N:63]=[CH:62][N:61]=2)[CH2:56][CH2:55]1)=[O:53])([CH3:50])([CH3:49])[CH3:48].[C:70](=[NH:83])([C:77]1[CH:82]=[CH:81][CH:80]=[CH:79][CH:78]=1)[C:71]1[CH:76]=[CH:75][CH:74]=[CH:73][CH:72]=1.C1(C)C=CC=CC=1>CCOC(C)=O.CC([O-])=O.CC([O-])=O.[Pd+2]>[C:47]([O:51][C:52]([N:54]1[CH2:59][CH2:58][N:57]([C:60]2[C:65]([CH:66]3[CH2:68][CH2:67]3)=[C:64]([N:83]=[C:70]([C:71]3[CH:76]=[CH:75][CH:74]=[CH:73][CH:72]=3)[C:77]3[CH:82]=[CH:81][CH:80]=[CH:79][CH:78]=3)[N:63]=[CH:62][N:61]=2)[CH2:56][CH2:55]1)=[O:53])([CH3:50])([CH3:49])[CH3:48] |f:5.6.7|. Procedure: A round bottom flask was charged with Pd(OAc)2 (84 mg, 0.37 mmol) and rac-BINAP (234 mg, 0.37 mmol) and purged with N2. To the flask was added 4-(5-cyclopropyl-6-chloro-pyrimidin-4-yl)-piperazine-1-carboxylic acid tert-butyl ester (1.27 g, 3.75 mmol), benzophenone imine (815 mg, 4.50 mmol), NaOBut (793 mg, 8.25 mmol) and toluene (24 mL). The mixture was heated to 95° C. for 1 hour. After cooling to room temperature, the reaction was diluted with EtOAc, filtered through Celite, and concentrated. ...